This data is from the Open Reaction Database (ORD), a public repository of structured organic reaction records. The task is: describe an organic reaction: reactants, conditions, products, and yield The reactants are C(C)OC(CCCN1C(=NC=2C=NC=3C=CC=CC3C21)CCC)OCC (1-(4,4-diethoxybutyl)-2-propyl-1H-imidazo[4,5-c]quinoline), Cl (hydrochloric acid), C([O-])([O-])=O.[K+].[K+] (potassium carbonate). The solvent is O (water), O (water), ClCCl (dichloromethane). Conditions: temperature 0 celsius, time 30 minute. Yields the product C(CC)C=1N(C2=C(C=NC=3C=CC=CC23)N1)CCCC=O (4-(2-propyl-1H-imidazo[4,5-c]quinolin-1-yl)butyraldehyde). The yield is 113.3%. As a reaction SMILES: C([O:3][CH:4](OCC)[CH2:5][CH2:6][CH2:7][N:8]1[C:20]2[C:19]3[CH:18]=[CH:17][CH:16]=[CH:15][C:14]=3[N:13]=[CH:12][C:11]=2[N:10]=[C:9]1[CH2:21][CH2:22][CH3:23])C.Cl.C(=O)([O-])[O-].[K+].[K+]>O.ClCCl>[CH2:21]([C:9]1[N:8]([CH2:7][CH2:6][CH2:5][CH:4]=[O:3])[C:20]2[C:19]3[CH:18]=[CH:17][CH:16]=[CH:15][C:14]=3[N:13]=[CH:12][C:11]=2[N:10]=1)[CH2:22][CH3:23] |f:2.3.4|. Reported procedure: 1-(4,4-diethoxybutyl)-2-propyl-1H-imidazo[4,5-c]quinoline (25.3 g, 71.2 mmol) was added to a solution of concentrated hydrochloric acid (35 mL) and water (35 mL) cooled to 0° C. and the reaction mixture was allowed to warm to ambient temperature and was stirred for 30 minutes. The reaction mixture was diluted with water (100 mL) and dichloromethane (200 mL) and the pH of the reaction mixture was slowly made basic with addition of potassium carbonate. The aqueous and organic layers were separated... The reactants are BrCC(=O)C1=CC=CC=C1 (α-bromoacetophenone), C1(=CC=CC=C1)P(C1=CC=CC=C1)C1=CC=CC=C1 (triphenylphosphine). The solvent is C1(=CC=CC=C1)C (toluene). Yields the product [Br-].O=C(C[P+](C1=CC=CC=C1)(C1=CC=CC=C1)C1=CC=CC=C1)C1=CC=CC=C1 ((2-Oxo-2-phenylethyl)triphenylphosphonium bromide). Yield: 93.3%. Reaction SMILES: [Br:1][CH2:2][C:3]([C:5]1[CH:10]=[CH:9][CH:8]=[CH:7][CH:6]=1)=[O:4].[C:11]1([P:17]([C:24]2[CH:29]=[CH:28][CH:27]=[CH:26][CH:25]=2)[C:18]2[CH:23]=[CH:22][CH:21]=[CH:20][CH:19]=2)[CH:16]=[CH:15][CH:14]=[CH:13][CH:12]=1>C1(C)C=CC=CC=1>[Br-:1].[O:4]=[C:3]([C:5]1[CH:10]=[CH:9][CH:8]=[CH:7][CH:6]=1)[CH2:2][P+:17]([C:18]1[CH:19]=[CH:20][CH:21]=[CH:22][CH:23]=1)([C:24]1[CH:29]=[CH:28][CH:27]=[CH:26][CH:25]=1)[C:11]1[CH:12]=[CH:13][CH:14]=[CH:15][CH:16]=1 |f:3.4|. Procedure: 50.0 g. (251 mmoles) of α-bromoacetophenone (Compound CI) and 65.9 g. (251 mmoles) of triphenylphosphine are stirred in 500 ml. of toluene at 20°-25° C. under nitrogen for 16 hours, and the resulting solid is collected by filtration, rinsed with toluene and rinsed with diethyl ether to obtain the product as a white powder (107.98 g. (93%)). Starting materials: C(#N)C1=CC=C(C=C1)N1N=CC(=C1)C(=O)O (1-(4-cyanophenyl)-1H-Pyrazole-4-carboxylic acid), FC(C1=NC=CC(=C1)C(=O)O)(F)F (2-(trifluoromethyl)-4-pyridinecarboxylic acid), C(C)(C)(C)OC(=O)N1C[C@@H](OCC1)C1=CC(=C(C=C1)N)Cl ((−)-(S)-2-(4-Amino-3-chloro-phenyl)-morpholine-4-carboxylic acid tert-butyl ester). Reaction SMILES: [C:1]([C:3]1[CH:8]=[CH:7][C:6]([N:9]2[CH:13]=[C:12]([C:14]([OH:16])=O)[CH:11]=[N:10]2)=[CH:5][CH:4]=1)#[N:2].FC(F)(F)C1C=C(C(O)=O)C=CN=1.C(OC([N:37]1[CH2:42][CH2:41][O:40][C@@H:39]([C:43]2[CH:48]=[CH:47][C:46]([NH2:49])=[C:45]([Cl:50])[CH:44]=2)[CH2:38]1)=O)(C)(C)C>>[ClH:50].[Cl:50][C:45]1[CH:44]=[C:43]([C@@H:39]2[O:40][CH2:41][CH2:42][NH:37][CH2:38]2)[CH:48]=[CH:47][C:46]=1[NH:49][C:14]([C:12]1[CH:11]=[N:10][N:9]([C:6]2[CH:5]=[CH:4][C:3]([C:1]#[N:2])=[CH:8][CH:7]=2)[CH:13]=1)=[O:16] |f:3.4|. The product is Cl.ClC1=C(C=CC(=C1)[C@H]1CNCCO1)NC(=O)C=1C=NN(C1)C1=CC=C(C=C1)C#N ((S)—N-(2-Chloro-4-(morpholin-2-yl)phenyl)-1-(4-cyanophenyl)-1H-pyrazole-4-carboxamide hydrochloride). Procedure details: In analogy to example 83, step a) using 1-(4-cyanophenyl)-1H-Pyrazole-4-carboxylic acid (CAS 1152945-21-5)) instead of 2-(trifluoromethyl)-4-pyridinecarboxylic acid (CAS 131747-41-6) and (−)-(S)-2-(4-Amino-3-chloro-phenyl)-morpholine-4-carboxylic acid tert-butyl ester (example 29a) instead of (+)-(R)-2-(4-Amino-2-fluoro-phenyl)-morpholine-4-carboxylic acid tert-butyl ester. White solid. MS (ISP): 408.2 ([M+H]+) Reactants: C1=CC=C2C(=C1)C(=O)C(C2=O)(O)O (Ninhydrin), C1(=CC=CC=C1)SC (thioanisole), C([O-])(O)=O.[Na+] (sodium bicarbonate). Solvent: FC(C(=O)O)(F)F (trifluoroacetic acid). Conditions: time 90 minute. The product is CSC1=C(C=CC=C1)C1C(C2=CC=CC=C2C1=O)=O (2-(2-(Methylthio)phenyl)-2H-inden-1,3-dione). The yield is 13.3%. RXN SMILES: [CH:1]1[CH:6]=[C:5]2[C:7]([C:9](O)(O)[C:10](=[O:11])[C:4]2=[CH:3][CH:2]=1)=[O:8].[C:14]1([S:20][CH3:21])[CH:19]=[CH:18][CH:17]=[CH:16][CH:15]=1.C(=O)(O)[O-].[Na+]>FC(F)(F)C(O)=O>[CH3:21][S:20][C:14]1[CH:19]=[CH:18][CH:17]=[CH:16][C:15]=1[CH:9]1[C:10](=[O:11])[C:4]2[C:5](=[CH:6][CH:1]=[CH:2][CH:3]=2)[C:7]1=[O:8] |f:2.3|. Procedure details: Ninhydrin (0.10 g, 0.56 mmols) and thioanisole (0.07 mL, 0.56 mmols) were dissolved in trifluoroacetic acid (3 mL) and was stirred for 90 min at room temperature. The reaction mixture was neutralization with an aqueous sodium bicarbonate solution and was extracted with ethylacetate and was purified by silica gel column chromatography to afford the title compound (20 mg, 13%). Reactants: C(C=C)OC(=O)N1[C@@H](C[C@H](C1)O[Si](C)(C)C(C)(C)C)CCN1C=NC=C1CO ((2R,4R)-1-allyloxycarbonyl-4-t-butyldimethylsilyloxy-2-{2-(5-hydroxymethylimidazol-1-yl)ethyl}pyrrolidine), CC(C)([O-])C.[K+] (potassium t-butoxide), residue, Cl (hydrochloric acid), CI (methyl iodide), C[O-].[Na+].CO (sodium methoxide methanol). Run in O1CCCC1 (tetrahydrofuran), C(C)(=O)OCC (Ethyl acetate), CO (methanol). Reaction conditions: time 8 hour. Yields the product C(C=C)OC(=O)N1[C@@H](C[C@H](C1)O)CCN1C=NC=C1COC ((2R,4R)-1-allyloxycarbonyl-4-hydroxy-2-{2-(5-methoxymethylimidazol-1-yl) ethyl}pyrrolidine). Yield: 52.1%. As a reaction SMILES: [CH2:1]([O:4][C:5]([N:7]1[CH2:11][C@H:10]([O:12][Si](C(C)(C)C)(C)C)[CH2:9][C@H:8]1[CH2:20][CH2:21][N:22]1[C:26]([CH2:27][OH:28])=[CH:25][N:24]=[CH:23]1)=[O:6])[CH:2]=[CH2:3].[CH3:29]C(C)([O-])C.[K+].CI.Cl.C[O-].[Na+].CO>O1CCCC1.CO.C(OCC)(=O)C>[CH2:1]([O:4][C:5]([N:7]1[CH2:11][C@H:10]([OH:12])[CH2:9][C@H:8]1[CH2:20][CH2:21][N:22]1[C:26]([CH2:27][O:28][CH3:29])=[CH:25][N:24]=[CH:23]1)=[O:6])[CH:2]=[CH2:3] |f:1.2,5.6.7|. Procedure details: To a solution of (2R,4R)-1-allyloxycarbonyl-4-t-butyldimethylsilyloxy-2-{2-(5-hydroxymethylimidazol-1-yl)ethyl}pyrrolidine (9.22 g) in tetrahydrofuran (100 ml) was added potassium t-butoxide (3.54 g) with stirring under ice-cooling and then added dropwise methyl iodide (2.80 ml) at the same condition. The mixture was stirred at the same temperature for 1 hour. Ethyl acetate (100 ml) was added to a reaction mixture. The solution was washed successively with water and saturated aqueous sodium chlo... Starting materials: CCOC(=O)CC#N, CCO, Nc1ccc(N)c([N+](=O)[O-])c1. Yields the product N#CCC(=O)Nc1ccc(N)c([N+](=O)[O-])c1. As a reaction SMILES: [C:15](#[N:16])[CH2:17][C:18](=[O:19])[O:20][CH2:21][CH3:22].[CH3:12][CH2:13][OH:14].[NH2:1][c:2]1[c:3]([N+:9](=[O:10])[O-:11])[cH:4][c:5]([NH2:8])[cH:6][cH:7]1>>[NH2:1][c:2]1[c:3]([N+:9](=[O:10])[O-:11])[cH:4][c:5]([NH:8][C:18]([CH2:17][C:15]#[N:16])=[O:19])[cH:6][cH:7]1. Procedure details: To the solution of 4-(1-hydroxy-6-isopropoxy-5-nitro-3-oxo-1,3-dihydro-isoindol-2-yl)-piperidine-1-carboxylic acid tert-butyl ester from the previous step (173.9 mg, 0.4 mmol) in DMF (4 mL) is added pyridinum dichromate (286.5 mg, 0.8 mmol) in one portion. After stirring at room temperature for 2 h, the reaction mixture is poured into 25 mL of water and the product is extracted with EtOAc. The organic extracts are dried over Na2SO4, filtered and concentrated in vacuo to give crude 4-(5-isopropox... Starting materials: C(C)(C)(C)OC(=O)N1CCC(CC1)N1C(C2=CC(=C(C=C2C1=O)[N+](=O)[O-])OC(C)C)O (4-(1-hydroxy-6-isopropoxy-5-nitro-3-oxo-1,3-dihydro-isoindol-2-yl)-piperidine-1-carboxylic acid tert-butyl ester), [Cr](=O)(=O)([O-])O[Cr](=O)(=O)[O-] (dichromate), O (water). Run in CN(C)C=O (DMF). RXN SMILES: [C:1]([O:5][C:6]([N:8]1[CH2:13][CH2:12][CH:11]([N:14]2[C:22](=[O:23])[C:21]3[C:16](=[CH:17][C:18]([O:27][CH:28]([CH3:30])[CH3:29])=[C:19]([N+:24]([O-:26])=[O:25])[CH:20]=3)[CH:15]2[OH:31])[CH2:10][CH2:9]1)=[O:7])([CH3:4])([CH3:3])[CH3:2].[Cr](O[Cr]([O-])(=O)=O)([O-])(=O)=O.O>CN(C=O)C>[C:1]([O:5][C:6]([N:8]1[CH2:9][CH2:10][CH:11]([N:14]2[C:15](=[O:31])[C:16]3[C:21](=[CH:20][C:19]([N+:24]([O-:26])=[O:25])=[C:18]([O:27][CH:28]([CH3:29])[CH3:30])[CH:17]=3)[C:22]2=[O:23])[CH2:12][CH2:13]1)=[O:7])([CH3:3])([CH3:4])[CH3:2]. The product is C(C)(C)(C)OC(=O)N1CCC(CC1)N1C(C2=CC(=C(C=C2C1=O)OC(C)C)[N+](=O)[O-])=O (4-(5-isopropoxy-6-nitro-1,3-dioxo-1,3-dihydro-isoindol-2-yl)-piperidine-1-carboxylic acid tert-butyl ester). Run at time 2 hour. Starting materials: NC=1C=C(/C=C/C=2SC3=C(N2)C=CC=C3)C=CC1 (2-(trans-3-aminostyryl)benzothiazole), ClC1=C(C(=O)O)C=CC=C1 (2-chlorobenzoic acid), C([O-])([O-])=O.[K+].[K+] (potassium carbonate). Reagents/catalysts: [Cu] (copper), II (iodine). Solvent: C(CC(C)C)O (isoamyl alcohol). Yields the product C(=O)(O)C1=C(NC=2C=C(/C=C/C=3SC4=C(N3)C=CC=C4)C=CC2)C=CC=C1 (2-[trans-3-(2-carboxyanilino)styryl]benzothiazole). The yield is 11.2%. RXN SMILES: [NH2:1][C:2]1[CH:3]=[C:4]([CH:16]=[CH:17][CH:18]=1)/[CH:5]=[CH:6]/[C:7]1[S:8][C:9]2[CH:15]=[CH:14][CH:13]=[CH:12][C:10]=2[N:11]=1.Cl[C:20]1[CH:28]=[CH:27][CH:26]=[CH:25][C:21]=1[C:22]([OH:24])=[O:23].C(=O)([O-])[O-].[K+].[K+]>[Cu].II.C(O)CC(C)C>[C:22]([C:21]1[CH:25]=[CH:26][CH:27]=[CH:28][C:20]=1[NH:1][C:2]1[CH:3]=[C:4]([CH:16]=[CH:17][CH:18]=1)/[CH:5]=[CH:6]/[C:7]1[S:8][C:9]2[CH:15]=[CH:14][CH:13]=[CH:12][C:10]=2[N:11]=1)([OH:24])=[O:23] |f:2.3.4|. Reported procedure: To 10 ml of isoamyl alcohol were added 504 mg of 2-(trans-3-aminostyryl)benzothiazole, 311 mg of 2-chlorobenzoic acid, 290 mg of potassium carbonate, 1 mg of iodine and 15 mg of copper powder, and the mixture was refluxed for 6 hours. The solvent was evaporated under reduced pressure and the residue was extracted with ethyl acetate. The crude product after evaporation of the solvent was purified through silica gel column chromatography by use of ethyl acetate-toluene to obtain 83 mg (yield 11%) ...